This data is from the Open Reaction Database (ORD), a public repository of structured organic reaction records. The task is: describe an organic reaction: reactants, conditions, products, and yield Yields the product Cc1c(C(=O)O)c(=O)n(-c2ccccc2)n1CC(C)OC(=O)CNC(=O)OC(C)(C)C. RXN SMILES: [C:1]([CH3:2])([CH3:3])([CH3:4])[O:5][C:6](=[O:7])[NH:8][CH2:9][C:10](=[O:11])[O:12][CH:13]([CH2:14][n:15]1[n:16](-[c:32]2[cH:33][cH:34][cH:35][cH:36][cH:37]2)[c:17](=[O:31])[c:18]([C:21](=[O:22])[O:23][CH2:24][c:25]2[cH:26][cH:27][cH:28][cH:29][cH:30]2)[c:19]1[CH3:20])[CH3:38].[CH3:39][OH:40]>>[C:1]([CH3:2])([CH3:3])([CH3:4])[O:5][C:6](=[O:7])[NH:8][CH2:9][C:10](=[O:11])[O:12][CH:13]([CH2:14][n:15]1[n:16](-[c:32]2[cH:33][cH:34][cH:35][cH:36][cH:37]2)[c:17](=[O:31])[c:18]([C:21](=[O:22])[OH:23])[c:19]1[CH3:20])[CH3:38]. Reactants: Cc1c(C(=O)OCc2ccccc2)c(=O)n(-c2ccccc2)n1CC(C)OC(=O)CNC(=O)OC(C)(C)C, CO. Reactants: C(C)OC(=O)C=1NC2=CC(=CC=C2C1)C(N)=O (6-carbamoyl-1H-indole-2-carboxylic acid ethyl ester), LiOH monohydrate, Cl (HCl). Run in O1CCOCC1.O (dioxane water), O (water). Product: desired product, C(N)(=O)C1=CC=C2C=C(NC2=C1)C(=O)O (6-carbamoyl-1H-indole-2-carboxylic acid). The yield is 70.0%. As a reaction SMILES: C([O:3][C:4]([C:6]1[NH:7][C:8]2[C:13]([CH:14]=1)=[CH:12][CH:11]=[C:10]([C:15](=[O:17])[NH2:16])[CH:9]=2)=[O:5])C.Cl>O1CCOCC1.O.O>[C:15]([C:10]1[CH:9]=[C:8]2[C:13]([CH:14]=[C:6]([C:4]([OH:5])=[O:3])[NH:7]2)=[CH:12][CH:11]=1)(=[O:17])[NH2:16] |f:2.3|. Procedure details: Treat a solution of 6-carbamoyl-1H-indole-2-carboxylic acid ethyl ester (54 mg, 0.23 mmol) in dioxane/water (5:1, 12 mL) with LiOH monohydrate (14 mg, 0.33 mmol). Stir the reaction at rt overnight. Concentrate the reaction to dryness and dissolve the residue in water (5 mL) to form a solution. Acidify with 1 M HCl solution to form a solid. Collect by filtration and dry to give the desired product 6-carbamoyl-1H-indole-2-carboxylic acid as a solid in 70% yield (33 mg, 0.16 mmol). Starting materials: COc1ccc(S(=O)(=O)C(F)(F)F)cc1S(=O)(=O)Cl, ClCCl, Nc1ccccc1N, c1ccncc1. Product: COc1ccc(S(=O)(=O)C(F)(F)F)cc1S(=O)(=O)Nc1ccccc1N. Reaction SMILES: [CH3:1][O:2][c:3]1[c:4]([S:16](=[O:17])(=[O:18])[Cl:19])[cH:5][c:6]([S:9](=[O:10])(=[O:11])[C:12]([F:13])([F:14])[F:15])[cH:7][cH:8]1.[Cl:34][CH2:35][Cl:36].[NH2:20][c:21]1[cH:22][cH:23][cH:24][cH:25][c:26]1[NH2:27].[cH:28]1[cH:29][cH:30][n:31][cH:32][cH:33]1>>[CH3:1][O:2][c:3]1[c:4]([S:16](=[O:17])(=[O:18])[NH:27][c:26]2[c:21]([NH2:20])[cH:22][cH:23][cH:24][cH:25]2)[cH:5][c:6]([S:9](=[O:10])(=[O:11])[C:12]([F:13])([F:14])[F:15])[cH:7][cH:8]1. Starting materials: O=[Ag], BrCc1ccccc1, CC(C)(C)OC(=O)N1CCC(C(O)CO)C1, ClCCl. The product is CC(C)(C)OC(=O)N1CCC(C(O)COCc2ccccc2)C1. Reaction SMILES: [Ag:28]=[O:29].[Br:17][CH2:18][c:19]1[cH:20][cH:21][cH:22][cH:23][cH:24]1.[C:1]([CH3:2])([CH3:3])([CH3:4])[O:5][C:6](=[O:7])[N:8]1[CH2:9][CH:10]([CH:13]([CH2:14][OH:15])[OH:16])[CH2:11][CH2:12]1.[Cl:25][CH2:26][Cl:27]>>[C:1]([CH3:2])([CH3:3])([CH3:4])[O:5][C:6](=[O:7])[N:8]1[CH2:9][CH:10]([CH:13]([CH2:14][O:15][CH2:18][c:19]2[cH:20][cH:21][cH:22][cH:23][cH:24]2)[OH:16])[CH2:11][CH2:12]1. Starting materials: N#Cc1c[nH]c2ccc(CCNC(=O)c3ccc(-c4ccnc(Cl)n4)cc3)cc12, CC(C)(C)OC(=O)N1CCNCC1, CS(C)=O. Product: CC(C)(C)OC(=O)N1CCN(c2nccc(-c3ccc(C(=O)NCCc4ccc5[nH]cc(C#N)c5c4)cc3)n2)CC1. RXN SMILES: [C:14](#[N:15])[c:16]1[cH:17][nH:18][c:19]2[cH:20][cH:21][c:22]([CH2:25][CH2:26][NH:27][C:28]([c:29]3[cH:30][cH:31][c:32](-[c:35]4[n:36][c:37]([Cl:41])[n:38][cH:39][cH:40]4)[cH:33][cH:34]3)=[O:42])[cH:23][c:24]12.[C:1]([CH3:2])([CH3:3])([CH3:4])[O:5][C:6](=[O:7])[N:8]1[CH2:9][CH2:10][NH:11][CH2:12][CH2:13]1.[CH3:43][S:44]([CH3:45])=[O:46]>>[C:1]([CH3:2])([CH3:3])([CH3:4])[O:5][C:6](=[O:7])[N:8]1[CH2:9][CH2:10][N:11]([c:37]2[n:36][c:35](-[c:32]3[cH:31][cH:30][c:29]([C:28]([NH:27][CH2:26][CH2:25][c:22]4[cH:21][cH:20][c:19]5[nH:18][cH:17][c:16]([C:14]#[N:15])[c:24]5[cH:23]4)=[O:42])[cH:34][cH:33]3)[cH:40][cH:39][n:38]2)[CH2:12][CH2:13]1.